Dataset: the Open Reaction Database (ORD), a public repository of structured organic reaction records. Task: describe an organic reaction: reactants, conditions, products, and yield Yield: 34.0%. Reported procedure: In the same manner as that described in Example 1(2), a reaction was carried out using N-(4-cyanobenzyl)-4-formylbenzamide, obtained in Example 26(1) (200 mg, 0.76 mmol), (2R,3R)-2-(2,4-difluorophenyl)-3-[[1-(hydroxymethyl)-2-hydroxyethyl]thio]-1-(1H-1,2,4-triazol-1-yl)-2-butanol (237 mg, 0.66 mmol) and p-toluenesulfonic acid monohydrate (151 mg, 0.79 mmol) and the reaction mixture was treated using a similar procedure to that described in Example 1(2) to afford the trans isomer of the title com... Product: C(#N)C1=CC=C(CNC(C2=CC=C(C=C2)[C@@H]2OC[C@H](CO2)S[C@@H]([C@@](CN2N=CN=C2)(O)C2=C(C=C(C=C2)F)F)C)=O)C=C1 (N-(4-Cyanobenzyl)-4-[trans-5-[[(1R,2R)-2-(2,4-difluorophenyl)-2-hydroxy-1-methyl-3-(1H-1,2,4-triazol-1-yl)propyl]thio]-1,3-dioxan-2-yl]benzamide). Reaction SMILES: [C:1]([C:3]1[CH:20]=[CH:19][C:6]([CH2:7][NH:8][C:9](=[O:18])[C:10]2[CH:15]=[CH:14][C:13]([CH:16]=[O:17])=[CH:12][CH:11]=2)=[CH:5][CH:4]=1)#[N:2].[F:21][C:22]1[CH:27]=[C:26]([F:28])[CH:25]=[CH:24][C:23]=1[C@:29]([OH:44])([C@H:36]([S:38][CH:39]([CH2:42]O)[CH2:40][OH:41])[CH3:37])[CH2:30][N:31]1[CH:35]=[N:34][CH:33]=[N:32]1.O.C1(C)C=CC(S(O)(=O)=O)=CC=1>>[C:1]([C:3]1[CH:4]=[CH:5][C:6]([CH2:7][NH:8][C:9](=[O:18])[C:10]2[CH:15]=[CH:14][C:13]([C@H:16]3[O:41][CH2:40][C@H:39]([S:38][C@H:36]([CH3:37])[C@:29]([C:23]4[CH:24]=[CH:25][C:26]([F:28])=[CH:27][C:22]=4[F:21])([OH:44])[CH2:30][N:31]4[CH:35]=[N:34][CH:33]=[N:32]4)[CH2:42][O:17]3)=[CH:12][CH:11]=2)=[CH:19][CH:20]=1)#[N:2] |f:2.3|. The reactants are C(#N)C1=CC=C(CNC(C2=CC=C(C=C2)C=O)=O)C=C1 (N-(4-cyanobenzyl)-4-formylbenzamide), O.C1(=CC=C(C=C1)S(=O)(=O)O)C (p-toluenesulfonic acid monohydrate), Example 26(1), FC1=C(C=CC(=C1)F)[C@@](CN1N=CN=C1)([C@@H](C)SC(CO)CO)O ((2R,3R)-2-(2,4-difluorophenyl)-3-[[1-(hydroxymethyl)-2-hydroxyethyl]thio]-1-(1H-1,2,4-triazol-1-yl)-2-butanol). The reactants are carboxylic esters, carboxylic acids, O=C1N(C(C2=C1C=CC=C2)=O)CCCS(=O)(=O)OCC([C@H](C(=O)O)OCC2=CC=CC=C2)(C)C ((2R)-4-{[3-(1,3-Dioxobenzo[c]azolin-2-yl)propyl]sulfonyloxy}-3,3-dimethyl-2-(phenylmethoxy)butanoic Acid), C(C(=O)Cl)(=O)Cl (oxalyl chloride), C(C)O (ethanol), N1=CC=CC=C1 (pyridine), acid chloride. Run in ClCCl (dichloromethane), ClCCl (dichloromethane). Yields the product O=C1N(C(C2=C1C=CC=C2)=O)CCCS(=O)(=O)OCC([C@H](C(=O)OCC)OCC2=CC=CC=C2)(C)C (Ethyl (2R)-4-{[3-(1,3-dioxobenzo[c]azolin-2-yl)propyl]sulfonyloxy}-3,3-dimethyl-2-(phenylmethoxy)butanoate). Isolated yield 84.5%. RXN SMILES: [O:1]=[C:2]1[C:6]2[CH:7]=[CH:8][CH:9]=[CH:10][C:5]=2[C:4](=[O:11])[N:3]1[CH2:12][CH2:13][CH2:14][S:15]([O:18][CH2:19][C:20]([CH3:34])([CH3:33])[C@@H:21]([O:25][CH2:26][C:27]1[CH:32]=[CH:31][CH:30]=[CH:29][CH:28]=1)[C:22]([OH:24])=[O:23])(=[O:17])=[O:16].[C:35](Cl)(=O)[C:36](Cl)=O.C(O)C.N1C=CC=CC=1>ClCCl>[O:11]=[C:4]1[C:5]2[CH:10]=[CH:9][CH:8]=[CH:7][C:6]=2[C:2](=[O:1])[N:3]1[CH2:12][CH2:13][CH2:14][S:15]([O:18][CH2:19][C:20]([CH3:34])([CH3:33])[C@@H:21]([O:25][CH2:26][C:27]1[CH:28]=[CH:29][CH:30]=[CH:31][CH:32]=1)[C:22]([O:24][CH2:35][CH3:36])=[O:23])(=[O:16])=[O:17]. Procedure: Following the general procedure for the preparation of carboxylic esters from carboxylic acids of Description 15, (2R)-4-{[3-(1,3-dioxobenzo[c]azolin-2-yl)propyl]sulfonyloxy}-3,3-dimethyl-2-(phenylmethoxy)butanoic acid (20) (0.8 g, 1.6 mmol) was dissolved in 20 mL of anhydrous dichloromethane (DCM) and reacted with 0.96 mL (1.92 mmol) of oxalyl chloride (2.0 M in DCM). After completion of the reaction, a solution of 2.0 mL (1.58 g, 34.3 mmol) of ethanol (EtOH) and 0.14 mL (0.127 g, 1.6 mmol) of ... Starting materials: BrCC1=C(C(N=C(N1)C=1SC=CN1)C1=C(C=C(C=C1)F)Cl)C(=O)OC (Methyl 6-(bromomethyl)-4-(2-chloro-4-fluorophenyl)-2-(thiazol-2-yl)-1,4-dihydropyrimidine-5-carboxylate), Cl.N1CC(OCC1)C(=O)O (morpholine-2-carboxylic acid hydrochloride). Yields the product ClC1=C(C=CC(=C1)F)C1C(=C(NC(=N1)C=1SC=CN1)CN1CC(OCC1)C(=O)O)C(=O)OC (4-((6-(2-chloro-4-fluorophenyl)-5-(methoxycarbonyl)-2-(thiazol-2-yl)-3,6-dihydropyrimidin-4-yl)methyl)morpholine-2-carboxylic acid). Isolated yield 40.4%. RXN SMILES: Br[CH2:2][C:3]1[NH:8][C:7]([C:9]2[S:10][CH:11]=[CH:12][N:13]=2)=[N:6][CH:5]([C:14]2[CH:19]=[CH:18][C:17]([F:20])=[CH:16][C:15]=2[Cl:21])[C:4]=1[C:22]([O:24][CH3:25])=[O:23].Cl.[NH:27]1[CH2:32][CH2:31][O:30][CH:29]([C:33]([OH:35])=[O:34])[CH2:28]1>>[Cl:21][C:15]1[CH:16]=[C:17]([F:20])[CH:18]=[CH:19][C:14]=1[CH:5]1[N:6]=[C:7]([C:9]2[S:10][CH:11]=[CH:12][N:13]=2)[NH:8][C:3]([CH2:2][N:27]2[CH2:32][CH2:31][O:30][CH:29]([C:33]([OH:35])=[O:34])[CH2:28]2)=[C:4]1[C:22]([O:24][CH3:25])=[O:23] |f:1.2|. Procedure details: Methyl 6-(bromomethyl)-4-(2-chloro-4-fluorophenyl)-2-(thiazol-2-yl)-1,4-dihydropyrimidine-5-carboxylate (1.11 g, 2.5 mmol) was reacted with morpholine-2-carboxylic acid hydrochloride (0.5 g, 3 mmol) according to the procedure as described in Example 3 to give the title compound as a yellow solid (0.5 g, 40%). The compound was characterized by the following spectroscopic data: Starting materials: C(\C=C\C(=O)O)(=O)O.N1=C(N=CC=C1)NCCN1CCC(CC1)C1=CC=CC=2N(C(=NC21)N)CC=2N=CSC2 ([1-[2-(2-pyrimidinylamino)ethyl]-4-piperidinyl]-1-(4-thiazolylmethyl)-1H-benzimidazol-2-amine (E)-2-butenedioate), N1(CCC(CC1)NC1=NC2=C(N1CC1=CC=C(C=C1)F)C=CC=C2)C2CNCCC2 (N-([1,3'-bipiperidin]-4-yl)-1-[(4-fluorophenyl)methyl]-1H-benzimidazol-2-amine). The product is FC1=CC=C(C=C1)CN1C(=NC2=C1C=CC(=C2)OC)NC2CCN(CC2)CCNC2=NC=CC=N2 (1-[(4-fluorophenyl)methyl]-5-methoxy-N-[1-[2-(2-pyrimidinylamino)ethyl]-4-piperidinyl]-1H-benzimidazol-2-amine). Reaction SMILES: C(O)(=O)/C=C/[C:4](O)=[O:5].[N:9]1[CH:14]=[CH:13][CH:12]=[N:11][C:10]=1[NH:15][CH2:16][CH2:17][N:18]1[CH2:23][CH2:22][CH:21](C2C3N=C(N)N(CC4N=CSC=4)C=3C=CC=2)[CH2:20][CH2:19]1.N1(C2CCCNC2)CCC([NH:46][C:47]2[N:51]([CH2:52][C:53]3[CH:58]=[CH:57][C:56]([F:59])=[CH:55][CH:54]=3)[C:50]3[CH:60]=[CH:61][CH:62]=[CH:63][C:49]=3[N:48]=2)CC1>>[F:59][C:56]1[CH:57]=[CH:58][C:53]([CH2:52][N:51]2[C:50]3[CH:60]=[CH:61][C:62]([O:5][CH3:4])=[CH:63][C:49]=3[N:48]=[C:47]2[NH:46][CH:21]2[CH2:20][CH2:19][N:18]([CH2:17][CH2:16][NH:15][C:10]3[N:9]=[CH:14][CH:13]=[CH:12][N:11]=3)[CH2:23][CH2:22]2)=[CH:54][CH:55]=1 |f:0.1|. Reported procedure: N-[[1-[2-(2-pyrimidinylamino)ethyl]-4-piperidinyl]-1-(4-thiazolylmethyl)-1H-benzimidazol-2-amine (E)-2-butenedioate (1:2); mp. 173.9° C. (compound 72); The reactants are CCOC(=O)c1ccc(C=Cc2ccc3c(c2)C(c2cccs2)=CCC3(C)C)cc1, CCOC(=O)c1ccc(C=Cc2ccc3c(c2)C(Sc2ccccc2)=CCC3(C)C)cc1. The product is CC1(C)CC=C(Sc2ccccc2)c2cc(C=Cc3ccc(C(=O)O)cc3)ccc21. Reaction SMILES: [CH3:1][C:2]1([CH3:3])[CH2:4][CH:5]=[C:6]([c:7]2[s:8][cH:9][cH:10][cH:11]2)[c:12]2[cH:13][c:14]([CH:15]=[CH:16][c:17]3[cH:18][cH:19][c:20]([C:21]([O:22][CH2:23][CH3:24])=[O:25])[cH:26][cH:27]3)[cH:28][cH:29][c:30]21.[CH3:31][C:32]1([CH3:62])[c:33]2[cH:34][cH:35][c:36]([CH:49]=[CH:50][c:51]3[cH:52][cH:53][c:54]([C:55](=[O:56])[O:57][CH2:58][CH3:59])[cH:60][cH:61]3)[cH:37][c:38]2[C:39]([S:42][c:43]2[cH:44][cH:45][cH:46][cH:47][cH:48]2)=[CH:40][CH2:41]1>>[CH3:31][C:32]1([CH3:62])[c:33]2[cH:34][cH:35][c:36]([CH:49]=[CH:50][c:51]3[cH:52][cH:53][c:54]([C:55](=[O:56])[OH:57])[cH:60][cH:61]3)[cH:37][c:38]2[C:39]([S:42][c:43]2[cH:44][cH:45][cH:46][cH:47][cH:48]2)=[CH:40][CH2:41]1. The reactants are C1CCC(CC1)N=C=NC2CCCCC2 (DCC), [N+](=O)([O-])C1=C(C=CC=C1)CC(=O)O (2-nitrophenylacetic acid), Cl (HCl), O(CC)CC.Cl (Et2O—HCl), crude product, C1CCC(CC1)N=C=NC2CCCCC2 (DCC), [N+](=O)([O-])C1=C(C=C(C(=C1)Cl)Cl)CC(=O)N([C@H]1[C@@H](CCC2=CC=C(C=C12)[N+](=O)[O-])N1CCCC1)C (2-(2-Nitro-4,5-dichlorophenyl)-N-methyl-N-[(±)-trans-2-(1-pyrrolidinyl)-7-nitro-1,2,3,4-tetrahydronaphth-1-yl]acetamide), N1=CC=CC=C1 (pyridine). Product: [N+](=O)([O-])C1=C(C=CC=C1)CC(=O)N([C@H](CN1CCCC1)C1=CC(=CC=C1)[N+](=O)[O-])C (2-(2-Nitrophenyl)-N-methyl-N-[(1S)-1-(3-nitrophenyl)-2-(1-pyrrolidinyl)ethyl]acetamide), Cl (HCl). Reaction SMILES: C1CCC(N=C=NC2CCCCC2)CC1.[N+:16]([C:19]1[CH:24]=[C:23]([Cl:25])[C:22](Cl)=[CH:21][C:20]=1[CH2:27][C:28]([N:30]([CH3:49])[C@@H:31]1[C:40]2[C:35](=[CH:36][CH:37]=[C:38]([N+:41]([O-:43])=[O:42])[CH:39]=2)CC[C@H:32]1[N:44]1[CH2:48][CH2:47][CH2:46][CH2:45]1)=[O:29])([O-:18])=[O:17].[N+](C1C=CC=CC=1CC(O)=O)([O-])=O.N1C=CC=CC=1.Cl.O(CC)CC.Cl>>[N+:16]([C:19]1[CH:24]=[CH:23][CH:22]=[CH:21][C:20]=1[CH2:27][C:28]([N:30]([CH3:49])[C@@H:31]([C:40]1[CH:35]=[CH:36][CH:37]=[C:38]([N+:41]([O-:43])=[O:42])[CH:39]=1)[CH2:32][N:44]1[CH2:45][CH2:46][CH2:47][CH2:48]1)=[O:29])([O-:18])=[O:17].[ClH:25] |f:5.6|. Procedure details: This compound was prepared via the general DCC/pyr coupling procedure from 8 (1.4886 g, 5.97 mmol), 2-nitrophenylacetic acid (2.1619 g, 11.93 mmol), DCC(2.5402 g, 12.31 mmol), and pyridine (1.00 mL, 12.36 mmol). The crude product was converted to the HCl salt with Et2O—HCl without chromatography and crystallized from MeOH—Et2O. The first crop was recrystallized again from MeOH—Et2O to yield 10 HCl.(1.3663 g, 51%): m.p. (HCl salt) 258-259° C.; 1H NMR (HCl salt, DMSO-d6) δ1.97 (br s, 4H, —CH2CH2—)... Starting materials: Brc1ccccn1, O=C([O-])[O-], ClCCl, Clc1ccccc1Cl, [Cu], O=[N+]([O-])c1ccc2c(c1)N(c1ccccn1)CC(C(F)F)(C(F)F)O2, O=[N+]([O-])c1ccc2c(c1)NCC(C(F)F)(C(F)F)O2, [K+], [K+], C1COCCOCCOCCOCCOCCO1. Product: O=[N+]([O-])c1ccc2c(c1)N(c1cccc[n+]1[O-])CC(C(F)F)(C(F)F)O2. Reaction SMILES: [Br:51][c:52]1[n:53][cH:54][cH:55][cH:56][cH:57]1.[C:45](=[O:46])([O-:47])[O-:48].[Cl:76][CH2:77][Cl:78].[Cl:80][c:81]1[c:82]([Cl:83])[cH:84][cH:85][cH:86][cH:87]1.[Cu:79].[F:1][CH:2]([C:3]1([CH:22]([F:23])[F:24])[O:4][c:5]2[c:6]([cH:15][c:16]([N+:19](=[O:20])[O-:21])[cH:17][cH:18]2)[N:7]([c:9]2[n:10][cH:11][cH:12][cH:13][cH:14]2)[CH2:8]1)[F:25].[F:26][CH:27]([F:28])[C:30]1([CH:31]([F:32])[F:33])[O:29][c:44]2[c:36]([cH:37][c:38]([N+:39]([O-:40])=[O:41])[cH:42][cH:43]2)[NH:35][CH2:34]1.[K+:49].[K+:50].[O:58]1[CH2:59][CH2:60][O:61][CH2:62][CH2:63][O:64][CH2:65][CH2:66][O:67][CH2:68][CH2:69][O:70][CH2:71][CH2:72][O:73][CH2:74][CH2:75]1>>[F:1][CH:2]([C:3]1([CH:22]([F:23])[F:24])[O:4][c:5]2[c:6]([cH:15][c:16]([N+:19](=[O:20])[O-:21])[cH:17][cH:18]2)[N:7]([c:9]2[n+:10]([O-:29])[cH:11][cH:12][cH:13][cH:14]2)[CH2:8]1)[F:25]. Reactants: [BH4-].[Na+] (sodium borohydride), CC=1C=C(C=C(C1)C)C=1NC2=CC=C(C=C2C1CCN)C1=NOC(=N1)CC(C)C (2-[2-(3,5-dimethylphenyl)-5-(5-isobutyl-[1,2,4]oxadiazol-3-yl)-1H-indol-3-yl]ethylamine), S(=O)(=O)([O-])[O-].[Mg+2] (magnesium sulfate), N1=CC(=CC=C1)CCCC=O (4-(3-pyridyl)-butanal). Conditions: time 15 minute. Product: CC=1C=C(C=C(C1)C)C=1NC2=CC=C(C=C2C1CCNCCCCC=1C=NC=CC1)C1=NOC(=N1)CC(C)C ({2-[2-(3,5-dimethylphenyl)-5-(5-isobutyl-[1,2,4]oxadiazol-3-yl)-1H-indol-3-yl]ethyl}-(4-pyridin-3-yl-butyl)amine). The yield is 89.7%. RXN SMILES: [CH3:1][C:2]1[CH:3]=[C:4]([C:9]2[NH:10][C:11]3[C:16]([C:17]=2[CH2:18][CH2:19][NH2:20])=[CH:15][C:14]([C:21]2[N:25]=[C:24]([CH2:26][CH:27]([CH3:29])[CH3:28])[O:23][N:22]=2)=[CH:13][CH:12]=3)[CH:5]=[C:6]([CH3:8])[CH:7]=1.S([O-])([O-])(=O)=O.[Mg+2].[N:36]1[CH:41]=[CH:40][CH:39]=[C:38]([CH2:42][CH2:43][CH2:44][CH:45]=O)[CH:37]=1.[BH4-].[Na+]>>[CH3:8][C:6]1[CH:5]=[C:4]([C:9]2[NH:10][C:11]3[C:16]([C:17]=2[CH2:18][CH2:19][NH:20][CH2:45][CH2:44][CH2:43][CH2:42][C:38]2[CH:37]=[N:36][CH:41]=[CH:40][CH:39]=2)=[CH:15][C:14]([C:21]2[N:25]=[C:24]([CH2:26][CH:27]([CH3:29])[CH3:28])[O:23][N:22]=2)=[CH:13][CH:12]=3)[CH:3]=[C:2]([CH3:1])[CH:7]=1 |f:1.2,4.5|. Procedure details: To a solution of 2-[2-(3,5-dimethylphenyl)-5-(5-isobutyl-[1,2,4]oxadiazol-3-yl)-1H-indol-3-yl]ethylamine (22 mg in 1.5 mL chloroform) at 0° C. was added anhydrous magnesium sulfate (38 nrg) followed by 4-(3-pyridyl)-butanal (11 mg) and the mixture stirred at low temperature for 15 minutes. At this time sodium borohydride (3.7 mg in 0.50 mL methanol) was added and the mixture stirred at 0° C. After 30 minutes, the reaction was quenched by the addition of water and the mixture extracted with ethyl... The reactants are ClC1=C(C=C(C=C1Cl)Cl)CC#N (2,3,5-trichlorophenylacetonitrile), O (water), S(O)(O)(=O)=O (sulfuric acid). The product is ClC1=C(C=C(C=C1Cl)Cl)CC(=O)O (2,3,5-trichlorophenylacetic acid). As a reaction SMILES: [Cl:1][C:2]1[C:7]([Cl:8])=[CH:6][C:5]([Cl:9])=[CH:4][C:3]=1[CH2:10][C:11]#N.S(=O)(=O)(O)[OH:14].[OH2:18]>>[Cl:1][C:2]1[C:7]([Cl:8])=[CH:6][C:5]([Cl:9])=[CH:4][C:3]=1[CH2:10][C:11]([OH:14])=[O:18]. Reported procedure: A mixture of 6.9 grams (0.031 mole) of 2,3,5-trichlorophenylacetonitrile and 65 mL of water was stirred, and 65 mL of concentrated sulfuric acid was cautiously added. Upon completion of addition, the reaction mixture was heated to reflux, where it was stirred for about 2 hours. After this time the reaction mixture was cooled in an ice-bath and filtered. The collected solid was washed with water and then dissolved in ethyl acetate. The organic layer was washed with two portions of water and then ... The reactants are CCO, CC(C)=O, CC(=O)O, Nc1ncccn1. Product: CC(C)Nc1ncccn1. Reaction SMILES: [CH3:16][CH2:17][OH:18].[CH3:1][C:2]([CH3:3])=[O:4].[CH3:5][C:6](=[O:7])[OH:8].[NH2:9][c:10]1[n:11][cH:12][cH:13][cH:14][n:15]1>>[CH3:1][CH:2]([CH3:3])[NH:9][c:10]1[n:11][cH:12][cH:13][cH:14][n:15]1.